This data is from the Open Reaction Database (ORD), a public repository of structured organic reaction records. The task is: describe an organic reaction: reactants, conditions, products, and yield Reactants: C(CCC)(=O)C=1C(CC(CC1O)C1=CC=C(C=C1)C(=O)SC)=O (2-butyryl-3-hydroxy-5-[4-(methylthio)carbonylphenyl]-2-cyclohexen-1-one), C(C#C)ON (propargyloxyamine). Run in O1CCCC1 (tetrahydrofuran). Run at time 15 hour. Yields the product OC1=C(C(CC(C1)C1=CC=C(C=C1)C(=O)SC)=O)C(CCC)=NOCC#C (3-hydroxy-5-[4-(methylthio)carbonylphenyl]-2-[1-(propargyloxyimino)butyl]-2-cyclohexen-1-one). Reaction SMILES: [C:1]([C:6]1[C:7](=[O:23])[CH2:8][CH:9]([C:13]2[CH:18]=[CH:17][C:16]([C:19]([S:21][CH3:22])=[O:20])=[CH:15][CH:14]=2)[CH2:10][C:11]=1[OH:12])(=O)[CH2:2][CH2:3][CH3:4].[CH2:24]([O:27][NH2:28])[C:25]#[CH:26]>O1CCCC1>[OH:12][C:11]1[CH2:10][CH:9]([C:13]2[CH:14]=[CH:15][C:16]([C:19]([S:21][CH3:22])=[O:20])=[CH:17][CH:18]=2)[CH2:8][C:7](=[O:23])[C:6]=1[C:1](=[N:28][O:27][CH2:24][C:25]#[CH:26])[CH2:2][CH2:3][CH3:4]. Reported procedure: Into 20 ml of tetrahydrofuran was dissolved 2 g of 2-butyryl-3-hydroxy-5-[4-(methylthio)carbonylphenyl]-2-cyclohexen-1-one and to the solution was added 0.7 g of propargyloxyamine. The mixture was kept for 15 hours at room temperature and the solvent was distilled off from it under reduced pressure. Then, the residue was recrystallized with mixture solvent of benzene-ligroin and 1.6 g of colorless desired crystals having a melting point of 95°-96° C. were obtained.